This data is from the Open Reaction Database (ORD), a public repository of structured organic reaction records. The task is: describe an organic reaction: reactants, conditions, products, and yield The reactants are COc1ccc(P2(=S)SP(=S)(c3ccc(OC)cc3)S2)cc1, ClCCCl, Cc1cc2c(s1)Nc1cc(F)ccc1NC2=O. Yields the product Cc1cc2c(s1)Nc1cc(F)ccc1NC2=S. Reaction SMILES: [CH3:18][O:19][c:20]1[cH:21][cH:22][c:23]([P:24]2(=[S:25])[S:26][P:28](=[S:29])([c:30]3[cH:31][cH:32][c:33]([O:34][CH3:35])[cH:36][cH:37]3)[S:27]2)[cH:38][cH:39]1.[Cl:40][CH2:41][CH2:42][Cl:43].[F:1][c:2]1[cH:3][cH:4][c:5]2[c:6]([cH:17]1)[NH:7][c:8]1[s:9][c:10]([CH3:16])[cH:11][c:12]1[C:13](=[O:15])[NH:14]2>>[F:1][c:2]1[cH:3][cH:4][c:5]2[c:6]([cH:17]1)[NH:7][c:8]1[s:9][c:10]([CH3:16])[cH:11][c:12]1[C:13](=[S:27])[NH:14]2. Reactants: CN1CCOCC1 (N-methyl-morpholine), BrC(C(C1=CC=C(C=C1)OC)(OC)OC)C (2-bromo-1,1-dimethoxy-1-(4-methoxyphenyl)-propane), CN1CCOCC1 (N-methylmorpholine), O (water). Run at temperature 95 celsius, time 9 hour. Product: COC1=CC=C(C=C1)C(C(=O)O)C (2-(4-methoxyphenyl)-propionic acid). Yield: 96.0%. RXN SMILES: Br[CH:2](C)[C:3](OC)(OC)[C:4]1[CH:9]=[CH:8][C:7]([O:10][CH3:11])=[CH:6][CH:5]=1.CN1C[CH2:22][O:21]CC1.[OH2:24]>>[CH3:11][O:10][C:7]1[CH:6]=[CH:5][C:4]([CH:3]([CH3:2])[C:22]([OH:21])=[O:24])=[CH:9][CH:8]=1. Reported procedure: A mixture of 2-bromo-1,1-dimethoxy-1-(4-methoxyphenyl)-propane (2.8 g; 10 mmol), N-methylmorpholine (24 ml) and water (16 ml) is heated at 95° C., under stirring for 9 h. The reaction mixture is worked up as described in example 1a to give 2-(4-methoxyphenyl)-propionic acid (1.79 g; 9.6 mmol; yield 96%), m.p. 56°-57° C. (In this experiment, N-methyl-morpholine acts as weak base as well as dipolar aprotic diluent). Starting materials: Cl (hydrogen chloride), BrC1=C(C(=NS1)C(F)(F)F)COC1=C(C=C(C=C1F)CCC(=O)OC)F (methyl 3-(4-[[5-bromo-3-(trifluoromethyl)-1,2-thiazol-4-yl]methoxy]-3,5-difluorophenyl)propanoate), ethyl acetate petroleum ether, ClC1=C(C=C(C=C1)B(O)O)F ((4-chloro-3-fluorophenyl)boronic acid), [O-]P(=O)([O-])[O-].[K+].[K+].[K+] (K3PO4). The reagents and catalysts are C=1C=CC(=CC1)[P](C=2C=CC=CC2)(C=3C=CC=CC3)[Pd]([P](C=4C=CC=CC4)(C=5C=CC=CC5)C=6C=CC=CC6)([P](C=7C=CC=CC7)(C=8C=CC=CC8)C=9C=CC=CC9)[P](C=1C=CC=CC1)(C=1C=CC=CC1)C=1C=CC=CC1 (Pd(PPh3)4). Run in O1CCOCC1 (dioxane). Conditions: temperature 90 celsius, time 2 hour. The product is ClC1=C(C=C(C=C1)C1=C(C(=NS1)C(F)(F)F)COC1=C(C=C(C=C1F)CCC(=O)OC)F)F (Methyl 3-(4-[[5-(4-chloro-3-fluorophenyl)-3-(trifluoromethyl)-1,2-thiazol-4-yl]methoxy]-3,5-difluorophenyl)propanoate). RXN SMILES: Br[C:2]1[S:6][N:5]=[C:4]([C:7]([F:10])([F:9])[F:8])[C:3]=1[CH2:11][O:12][C:13]1[C:18]([F:19])=[CH:17][C:16]([CH2:20][CH2:21][C:22]([O:24][CH3:25])=[O:23])=[CH:15][C:14]=1[F:26].[Cl:27][C:28]1[CH:33]=[CH:32][C:31](B(O)O)=[CH:30][C:29]=1[F:37].[O-]P([O-])([O-])=O.[K+].[K+].[K+].Cl>C1C=CC([P]([Pd]([P](C2C=CC=CC=2)(C2C=CC=CC=2)C2C=CC=CC=2)([P](C2C=CC=CC=2)(C2C=CC=CC=2)C2C=CC=CC=2)[P](C2C=CC=CC=2)(C2C=CC=CC=2)C2C=CC=CC=2)(C2C=CC=CC=2)C2C=CC=CC=2)=CC=1.O1CCOCC1>[Cl:27][C:28]1[CH:33]=[CH:32][C:31]([C:2]2[S:6][N:5]=[C:4]([C:7]([F:10])([F:9])[F:8])[C:3]=2[CH2:11][O:12][C:13]2[C:18]([F:19])=[CH:17][C:16]([CH2:20][CH2:21][C:22]([O:24][CH3:25])=[O:23])=[CH:15][C:14]=2[F:26])=[CH:30][C:29]=1[F:37] |f:2.3.4.5,^1:50,52,71,90|. Reported procedure: Into a 25-mL round-bottom flask purged and maintained with an inert atmosphere of nitrogen, was placed methyl 3-(4-[[5-bromo-3-(trifluoromethyl)-1,2-thiazol-4-yl]methoxy]-3,5-difluorophenyl)propanoate (70 mg, 0.15 mmol, 1.00 equiv), (4-chloro-3-fluorophenyl)boronic acid (32 mg, 0.18 mmol, 1.20 equiv), K3PO4 (161 mg, 0.76 mmol, 5.00 equiv), Pd(PPh3)4 (17.3 mg, 0.01 mmol, 0.10 equiv), dioxane (1.5 mL). The resulting solution was stirred for 2 h at 90° C. in an oil bath. The reaction progress was m... Reactants: COC1=NC(=NC(=C1)OC)OC=1C(=NC(=CC1)N)C(=O)OC (methyl 3-[(4,6-dimethoxypyrimidin-2-yl)oxy]-6-aminopicolinate), CS(=O)(=O)Cl (methanesulfonyl chloride), C([O-])([O-])=O.[K+].[K+] (potassium carbonate). Solvent: CCC(=O)C (MEK). The product is COC1=NC(=NC(=C1)OC)OC=1C(=NC(=CC1)NS(=O)(=O)C)C(=O)OC (methyl 3-[(4,6-dimethoxypyrimidin-2-yl)oxy]-6-(methylsulfonylamino)picolinate). Isolated yield 19.7%. As a reaction SMILES: [CH3:1][O:2][C:3]1[CH:8]=[C:7]([O:9][CH3:10])[N:6]=[C:5]([O:11][C:12]2[C:13]([C:19]([O:21][CH3:22])=[O:20])=[N:14][C:15]([NH2:18])=[CH:16][CH:17]=2)[N:4]=1.[CH3:23][S:24](Cl)(=[O:26])=[O:25].C(=O)([O-])[O-].[K+].[K+]>CCC(C)=O>[CH3:10][O:9][C:7]1[CH:8]=[C:3]([O:2][CH3:1])[N:4]=[C:5]([O:11][C:12]2[C:13]([C:19]([O:21][CH3:22])=[O:20])=[N:14][C:15]([NH:18][S:24]([CH3:23])(=[O:26])=[O:25])=[CH:16][CH:17]=2)[N:6]=1 |f:2.3.4|. Reported procedure: 3.1 g (10 mmol) of methyl 3-[(4,6-dimethoxypyrimidin-2-yl)oxy]-6-aminopicolinate, 2.4 g (21 mmol) of methanesulfonyl chloride and 1.5 g (11 mmol) of potassium carbonate were added to 10 ml of MEK, and the mixture was stirred and refluxed for 12 hours. After completion of the reaction, the solvent was distilled off under reduced pressure. The residual oily product was purified by column chromatography and then crystallized from diisopropyl ether to obtain the desired product as a slightly yellow ... Reactants: Cc1nnc(CCl)n1-c1ccc(Br)cc1C(=O)c1ccccn1, CNC, CCO. The product is Cc1nnc(CN(C)C)n1-c1ccc(Br)cc1C(=O)c1ccccn1. Reaction SMILES: [Br:1][c:2]1[cH:3][c:4]([C:16](=[O:17])[c:18]2[n:19][cH:20][cH:21][cH:22][cH:23]2)[c:5](-[n:8]2[c:9]([CH2:14][Cl:15])[n:10][n:11][c:12]2[CH3:13])[cH:6][cH:7]1.[CH3:24][NH:25][CH3:26].[CH3:27][CH2:28][OH:29]>>[Br:1][c:2]1[cH:3][c:4]([C:16](=[O:17])[c:18]2[n:19][cH:20][cH:21][cH:22][cH:23]2)[c:5](-[n:8]2[c:9]([CH2:14][N:25]([CH3:24])[CH3:26])[n:10][n:11][c:12]2[CH3:13])[cH:6][cH:7]1. The yield is 65.4%. Run in CO (methanol). Reaction SMILES: [CH:1](=O)[C:2]1[O:6][CH:5]=[CH:4][CH:3]=1.[NH2:8][NH:9][C:10]([NH:12][NH2:13])=[S:11]>CO>[CH:1](=[N:8][NH:9][C:10]([NH:12][NH2:13])=[S:11])[C:2]1[O:6][CH:5]=[CH:4][CH:3]=1. Procedure: 24 g of furfural and 26.5 g of thiocarbohydrazide in 150 ml of methanol are vigorously stirred. Stirring is continued for 30 minutes after the exothermic reaction has died down. The precipitate is suction filtered and recrystallised from methanol. 30.1 g of furfurylidene thiocarbohydrazide, melting at 186° to 187° C. are obtained. The reactants are C(C1=CC=CO1)=O (furfural), NNC(=S)NN (thiocarbohydrazide). Reaction conditions: time 30 minute. Product: C(C1=CC=CO1)=NNC(=S)NN (furfurylidene thiocarbohydrazide). The reactants are CCOC(=O)C(C)Br, CCBr, C1CCOC1, [Cl-], CC(C)=Cc1ccc(Cl)cc1, [Mg], [NH4+], Cl[Ni]Cl. The product is CCOC(=O)C(C)c1ccc(C=C(C)C)cc1. As a reaction SMILES: [Br:16][CH:17]([C:18](=[O:19])[O:20][CH2:21][CH3:22])[CH3:23].[CH2:1]([Br:2])[CH3:3].[CH2:29]1[O:30][CH2:31][CH2:32][CH2:33]1.[Cl-:24].[Cl:5][c:6]1[cH:7][cH:8][c:9]([CH:12]=[C:13]([CH3:14])[CH3:15])[cH:10][cH:11]1.[Mg:4].[NH4+:25].[Ni:26]([Cl:27])[Cl:28]>>[c:6]1([CH:17]([C:18](=[O:19])[O:20][CH2:21][CH3:22])[CH3:23])[cH:7][cH:8][c:9]([CH:12]=[C:13]([CH3:14])[CH3:15])[cH:10][cH:11]1. Reactants: Cl.C(N)(=N)C1=CC=C(C=C1)C(=O)CN1C(N(CC1)CCCC(=O)OC)=O (1-[(4-amidino-phenyl)-carbonylmethyl]-3-(3-methoxycarbonyl-propyl)-imidazolidin-2-one hydrochloride), [BH4-].[Na+] (sodium borohydride). The solvent is CO (methanol). Product: C(N)(=N)C1=CC=C(C=C1)C(CN1C(N(CC1)CCCC(=O)OC)=O)O (1-[2-(4-Amidino-phenyl)-2-hydroxy-ethyl]-3-(3-methoxycarbonyl-propyl)-imidazolidin-2-one). RXN SMILES: Cl.[C:2]([C:5]1[CH:10]=[CH:9][C:8]([C:11]([CH2:13][N:14]2[CH2:18][CH2:17][N:16]([CH2:19][CH2:20][CH2:21][C:22]([O:24][CH3:25])=[O:23])[C:15]2=[O:26])=[O:12])=[CH:7][CH:6]=1)(=[NH:4])[NH2:3].[BH4-].[Na+]>CO>[C:2]([C:5]1[CH:10]=[CH:9][C:8]([CH:11]([OH:12])[CH2:13][N:14]2[CH2:18][CH2:17][N:16]([CH2:19][CH2:20][CH2:21][C:22]([O:24][CH3:25])=[O:23])[C:15]2=[O:26])=[CH:7][CH:6]=1)(=[NH:3])[NH2:4] |f:0.1,2.3|. Reported procedure: Prepared by reduction of 1-[(4-amidino-phenyl)-carbonylmethyl]-3-(3-methoxycarbonyl-propyl)-imidazolidin-2-one hydrochloride with sodium borohydride in methanol at 0°-5° C. Reactants: C1(=CC=CC=C1)C(CC1=NC=CN=C1)=O (1-phenyl-2-(pyrazin-2-yl)ethanone), C1(=CC=CC=C1)C(CC1=NC=CN=C1)=O (1-phenyl-2-(pyrazin-2-yl)ethanone), C(C)OC=1C=C(C=O)C=C(C1O)[N+](=O)[O-] (3-ethoxy-4-hydroxy-5-nitrobenzaldehyde), NC(=O)N (urea), Cl (HCl). Solvent: C(C)O (ethanol). Yields the product C(C)OC=1C=C(C=C(C1O)[N+](=O)[O-])C1NC(NC(=C1C1=NC=CN=C1)C1=CC=CC=C1)=O (4-(3-ethoxy-4-hydroxy-5-nitrophenyl)-6-phenyl-5-(pyrazin-2-yl)-3,4-dihydropyrimidin-2(1H)-one). Isolated yield 21.9%. Reaction SMILES: [C:1]1([C:7](=O)[CH2:8][C:9]2[CH:14]=[N:13][CH:12]=[CH:11][N:10]=2)[CH:6]=[CH:5][CH:4]=[CH:3][CH:2]=1.[CH2:16]([O:18][C:19]1[CH:20]=[C:21]([CH:24]=[C:25]([N+:28]([O-:30])=[O:29])[C:26]=1[OH:27])[CH:22]=O)[CH3:17].[NH2:31][C:32]([NH2:34])=[O:33].Cl>C(O)C>[CH2:16]([O:18][C:19]1[CH:20]=[C:21]([CH:22]2[C:8]([C:9]3[CH:14]=[N:13][CH:12]=[CH:11][N:10]=3)=[C:7]([C:1]3[CH:6]=[CH:5][CH:4]=[CH:3][CH:2]=3)[NH:34][C:32](=[O:33])[NH:31]2)[CH:24]=[C:25]([N+:28]([O-:30])=[O:29])[C:26]=1[OH:27])[CH3:17]. Procedure: To a solution of 1-phenyl-2-(pyrazin-2-yl)ethanone (Intermediate 26) (150 mg, 0.76 mmol), 3-ethoxy-4-hydroxy-5-nitrobenzaldehyde (149 mg, 0.76 mmol), and urea (137 mg, 2.28 mmol) in 20 mL of ethanol was added 0.2 mL of concentrated HCl solution, the reaction mixture was stirred at reflux for 2 days. After the solvent was removed under reduced pressure, the residue was purified by reverse-phase preparatory HPLC (26-53% acetonitrile+0.1% trifluoroacetic acid in water+0.1% trifluoroacetic acid, ove...